From a dataset of the Open Reaction Database (ORD), a public repository of structured organic reaction records. describe an organic reaction: reactants, conditions, products, and yield Starting materials: [Li]CCCC, CCCCCC, ClC(Cl)(Cl)C(Cl)(Cl)Cl, Cl, O=C(O)c1cccc2c1OC(F)(F)O2, C1CCOC1, O. Yields the product O=C(O)c1ccc(Cl)c2c1OC(F)(F)O2. Reaction SMILES: [CH2:15]([Li:16])[CH2:17][CH2:18][CH3:19].[CH3:34][CH2:35][CH2:36][CH2:37][CH2:38][CH3:39].[Cl:20][C:21]([C:22]([Cl:23])([Cl:24])[Cl:25])([Cl:26])[Cl:27].[ClH:28].[F:1][C:2]1([F:14])[O:3][c:4]2[c:5]([cH:7][cH:8][cH:9][c:10]2[C:11](=[O:12])[OH:13])[O:6]1.[O:29]1[CH2:30][CH2:31][CH2:32][CH2:33]1.[OH2:40]>>[F:1][C:2]1([F:14])[O:3][c:4]2[c:5]([c:7]([Cl:20])[cH:8][cH:9][c:10]2[C:11](=[O:12])[OH:13])[O:6]1. Starting materials: ice water, OCCN(CC)CC (N-(β-hydroxyethyl)diethylamine), NC1=C(C=CC(=C1)N)S(=O)(=O)O (2,4-diaminobenzene sulphonic acid), FC1=C(C(=C(C(=C1C#N)F)F)C#N)F (1,2,4,5-tetrafluoro-3,6-dicyanobenzene). Run in CS(=O)C (dimethylsulphoxide). Reaction conditions: temperature 75 celsius. Yields the product NC1=C(C=CC(=C1)NC1=C(C(=C(C(=C1C#N)F)F)C#N)F)S(=O)(=O)O (2-amino-4-(2,4,5-trifluoro-3,6-dicyanophenylamino)benzene sulphonic acid). Reaction SMILES: OCCN(CC)CC.[NH2:9][C:10]1[CH:15]=[C:14]([NH2:16])[CH:13]=[CH:12][C:11]=1[S:17]([OH:20])(=[O:19])=[O:18].[F:21][C:22]1[C:27]([C:28]#[N:29])=[C:26]([F:30])[C:25]([F:31])=[C:24]([C:32]#[N:33])[C:23]=1F>CS(C)=O>[NH2:9][C:10]1[CH:15]=[C:14]([NH:16][C:23]2[C:24]([C:32]#[N:33])=[C:25]([F:31])[C:26]([F:30])=[C:27]([C:28]#[N:29])[C:22]=2[F:21])[CH:13]=[CH:12][C:11]=1[S:17]([OH:20])(=[O:18])=[O:19]. Procedure: To a mixture of N-(β-hydroxyethyl)diethylamine (5.86 g) and 2,4-diaminobenzene sulphonic acid (7.52 g) in dimethylsulphoxide (45 cm3) was added 1,2,4,5-tetrafluoro-3,6-dicyanobenzene (8.25 g) portionwise with stirring. The mixture was heated at 75° C. for 4 hours then poured into ice/water (140 cm3) to give a solution of 2-amino-4-(2,4,5-trifluoro-3,6-dicyanophenylamino)benzene sulphonic acid. The solvent is C1(=CC=CC=C1)C (toluene). Yields the product OC1=C(C2=C(C(CC(O2)(C)CCC(=O)O)=O)C=C1)CCC (3-(3,4-dihydro-7-hydroxy-2-methyl-4-oxo-8-propyl-2H-1-benzopyran-2-yl)propanoic acid). RXN SMILES: [CH3:1][CH2:2][CH2:3][C:4]1[C:9]([OH:10])=[C:8]([C:11]([CH3:13])=[O:12])[CH:7]=[CH:6][C:5]=1[OH:14].[C:15]([O:22]C)(=[O:21])[CH2:16][CH2:17][C:18]([CH3:20])=O.N1CCCC1>C1(C)C=CC=CC=1>[OH:14][C:5]1[CH:6]=[CH:7][C:8]2[C:11](=[O:12])[CH2:13][C:18]([CH2:17][CH2:16][C:15]([OH:22])=[O:21])([CH3:20])[O:10][C:9]=2[C:4]=1[CH2:3][CH2:2][CH3:1]. Reactants: CCCC1=C(C=CC(=C1O)C(=O)C)O (2,4-dihydroxy-3-propylacetophenone), C(CCC(=O)C)(=O)OC (methyl levulinate), N1CCCC1 (pyrrolidine). Run at time 1 hour. Reported procedure: To a mixture of 20.0 g (103 mmole) of 2,4-dihydroxy-3-propylacetophenone and 15.5 g (134 mmole) of methyl levulinate in 100 ml of dry toluene was added by syringe 21.5 ml (ca. 260 mmole) of pyrrolidine. After stirring for one hour the solution was heated on a steam bath for four hours and allowed to cool. The toluene solution was washed with water and 2N NaOH. The basic solution was acidified and extracted with diethyl ether, which in turn was extracted with saturated sodium bicarbonate. The bas... Starting materials: FC1=CC(=CC=2OC(COC21)COS(=O)(=O)C2=CC=C(C=C2)C)S(=O)(=O)C ([5-fluoro-7-(methylsulfonyl)-2,3-dihydro-1,4-benzodioxin-2-yl]methyl-4-methylbenzenesulfonate), NCCO (2-aminoethanol). Solvent: C(C)#N (ACN). The product is FC1=CC(=CC=2OC(COC21)CNCCO)S(=O)(=O)C (2-({[5-FLUORO-7-(METHYLSULFONYL)-2,3-DIHYDRO-1,4-BENZODIOXIN-2-YL]METHYL}AMINO)ETHANOL). Reaction SMILES: [F:1][C:2]1[C:11]2[O:10][CH2:9][CH:8]([CH2:12]OS(C3C=CC(C)=CC=3)(=O)=O)[O:7][C:6]=2[CH:5]=[C:4]([S:24]([CH3:27])(=[O:26])=[O:25])[CH:3]=1.[NH2:28][CH2:29][CH2:30][OH:31]>C(#N)C>[F:1][C:2]1[C:11]2[O:10][CH2:9][CH:8]([CH2:12][NH:28][CH2:29][CH2:30][OH:31])[O:7][C:6]=2[CH:5]=[C:4]([S:24]([CH3:27])(=[O:25])=[O:26])[CH:3]=1. Procedure details: Preparation according to Example 42 using [5-fluoro-7-(methylsulfonyl)-2,3-dihydro-1,4-benzodioxin-2-yl]methyl-4-methylbenzenesulfonate (0.005 g, 0.012 mmol), 2-aminoethanol (0.5 ml), ACN (2.5 ml). 1H-NMR (400 MHz, MeOD): δ 7.36 (2H, m), δ 4.54 (1H, dd, J 12, 2.4), δ 4.44 (1H, m), δ 4.18 (1H, dd, J 12, 7.2), δ 3.71 (2H, t, J 5.6), δ 3.13 (3H, s), δ 2.98 (2H, m), 2.81 (2H, m) ppm (J-values are in Hz and shifts relative to solvent-peak at 3.31 ppm).